This data is from the Open Reaction Database (ORD), a public repository of structured organic reaction records. The task is: describe an organic reaction: reactants, conditions, products, and yield Reactants: CC(C=O)=CC#CC(=CCO)C (2,6-dimethyl-8-hydroxy-2,6-octadien-4-in-1-al), [H][H] (hydrogen), N1=CC=CC2=CC=CC=C12 (quinoline). The reagents and catalysts are C([O-])([O-])=O.[Ca+2].[Pd+2].C([O-])([O-])=O (palladium-calcium carbonate). The solvent is C1(=CC=CC=C1)C (toluene). The product is CC(C=O)=CC=CC(=CCO)C (2,6-dimethyl-8-hydroxy-2,4,6-octatrien-1-al). As a reaction SMILES: [CH3:1][C:2](=[CH:5][C:6]#[C:7][C:8]([CH3:12])=[CH:9][CH2:10][OH:11])[CH:3]=[O:4].[H][H].N1C2C(=CC=CC=2)C=CC=1>C(=O)([O-])[O-].[Ca+2].[Pd+2].C(=O)([O-])[O-].C1(C)C=CC=CC=1>[CH3:1][C:2](=[CH:5][CH:6]=[CH:7][C:8]([CH3:12])=[CH:9][CH2:10][OH:11])[CH:3]=[O:4] |f:3.4.5.6|. Reported procedure: The residue obtained (240 g.) is dissolved in 1800 ml. of acetone, treated with 300 ml. of N-sulfuric acid and allowed to stand at room temperature in a nitrogen atmosphere for 1 hour. Then the reaction mixture, after dilution with 4000 ml. of water, is taken up in ether. The ether extract is washed with sodium bicarbonate solution and water, dried over sodium sulfate, filtered, and evaporated. 170 g. of crude 2,6-dimethyl-8-hydroxy-2,6-octadien-4-in-1-al is obtained which can be purified throug... Starting materials: NCc1ccc(OCc2ccccc2)cc1, C(=NC1CCCCC1)=NC1CCCCC1, C1CCOC1, O=C(O)c1ccc2ncccc2c1, c1cnc2cc[nH]c2c1. Yields the product O=C(NCc1ccc(OCc2ccccc2)cc1)c1ccc2ncccc2c1. Reaction SMILES: [CH2:29]([c:30]1[cH:31][cH:32][cH:33][cH:34][cH:35]1)[O:36][c:37]1[cH:38][cH:39][c:40]([CH2:41][NH2:42])[cH:43][cH:44]1.[CH:14]1([N:15]=[C:16]=[N:17][CH:18]2[CH2:19][CH2:20][CH2:21][CH2:22][CH2:23]2)[CH2:24][CH2:25][CH2:26][CH2:27][CH2:28]1.[O:54]1[CH2:55][CH2:56][CH2:57][CH2:58]1.[n:1]1[cH:2][cH:3][cH:4][c:5]2[cH:6][c:7]([C:11](=[O:12])[OH:13])[cH:8][cH:9][c:10]12.[nH:45]1[c:46]2[c:47]([n:48][cH:49][cH:50][cH:51]2)[cH:52][cH:53]1>>[n:1]1[cH:2][cH:3][cH:4][c:5]2[cH:6][c:7]([C:11](=[O:13])[NH:42][CH2:41][c:40]3[cH:39][cH:38][c:37]([O:36][CH2:29][c:30]4[cH:31][cH:32][cH:33][cH:34][cH:35]4)[cH:44][cH:43]3)[cH:8][cH:9][c:10]12.